This data is from the Open Reaction Database (ORD), a public repository of structured organic reaction records. The task is: describe an organic reaction: reactants, conditions, products, and yield Starting materials: CCC1C(=O)Nc2ccc(F)cc2N1C(=O)c1ccc(OC)cc1, CCC1C(=O)N(CC)c2ccc(F)cc2N1C(=O)c1cccc(OC)c1, CC(C)I. Product: CCC1C(=O)N(C(C)C)c2ccc(F)cc2N1C(=O)c1ccc(OC)cc1. Reaction SMILES: [CH2:1]([CH3:2])[CH:3]1[C:4](=[O:24])[NH:5][c:6]2[cH:7][cH:8][c:9]([F:23])[cH:10][c:11]2[N:12]1[C:13]([c:14]1[cH:15][cH:16][c:17]([O:20][CH3:21])[cH:18][cH:19]1)=[O:22].[CH2:29]([N:30]1[c:31]2[c:32]([cH:33][c:34]([F:35])[cH:36][cH:37]2)[N:38]([C:39](=[O:40])[c:41]2[cH:42][cH:43][cH:44][c:45]([O:46][CH3:47])[cH:48]2)[CH:49]([CH2:50][CH3:51])[C:52]1=[O:53])[CH3:54].[CH:25]([CH3:26])([CH3:27])[I:28]>>[CH2:1]([CH3:2])[CH:3]1[C:4](=[O:24])[N:5]([CH:25]([CH3:26])[CH3:27])[c:6]2[cH:7][cH:8][c:9]([F:23])[cH:10][c:11]2[N:12]1[C:13]([c:14]1[cH:15][cH:16][c:17]([O:20][CH3:21])[cH:18][cH:19]1)=[O:22]. Run at time 1 hour. Run in C(C)O (ethanol), [Cl-].[Na+].O (brine). The reactants are Cl (hydrochloric acid), C(C)(=O)C1=C(OCC(=O)OCC)C=CC(=C1)Br (ethyl (2-acetyl-4-bromophenoxy)acetate), aqueous solution, [OH-].[Na+] (sodium hydroxide), C(C)(=O)OCC (ethyl acetate). Procedure details: The crude ethyl (2-acetyl-4-bromophenoxy)acetate was dissolved in ethanol (5 mL). A 2 mol/L aqueous solution of sodium hydroxide (5 mL) was added to the solution, and the mixture was stirred at room temperature for 1 hr. The reaction mixture was made acidic with the addition of 2 mol/L hydrochloric acid (7 mL), and then ethyl acetate and brine were added. The organic layer was separated, washed with water and brine, and dried over anhydrous magnesium sulfate. The solvent was evaporated under red... Product: C(C)(=O)C1=C(OCC(=O)O)C=CC(=C1)Br ((2-Acetyl-4-bromophenoxy)acetic acid). Reaction SMILES: [C:1]([C:4]1[CH:16]=[C:15]([Br:17])[CH:14]=[CH:13][C:5]=1[O:6][CH2:7][C:8]([O:10]CC)=[O:9])(=[O:3])[CH3:2].[OH-].[Na+].Cl.C(OCC)(=O)C>C(O)C.[Cl-].[Na+].O>[C:1]([C:4]1[CH:16]=[C:15]([Br:17])[CH:14]=[CH:13][C:5]=1[O:6][CH2:7][C:8]([OH:10])=[O:9])(=[O:3])[CH3:2] |f:1.2,6.7.8|. Reactants: C(C)(=O)NC1=NC(=CC=C1)Br (2-acetamido-6-bromopyridine), C(C)(=O)O (acetic acid), C(C)(=O)OO (peracetic acid). Run in O (water). Product: C(C)(=O)NC1=[N+](C(=CC=C1)Br)[O-] (2-acetamido-6-bromopyridine-1-oxide). The yield is 83.0%. RXN SMILES: [C:1]([NH:4][C:5]1[CH:10]=[CH:9][CH:8]=[C:7]([Br:11])[N:6]=1)(=[O:3])[CH3:2].C(O)(=[O:14])C.C(OO)(=O)C>O>[C:1]([NH:4][C:5]1[CH:10]=[CH:9][CH:8]=[C:7]([Br:11])[N+:6]=1[O-:14])(=[O:3])[CH3:2]. Procedure details: 23.4 gms (0.109 mole) of 2-acetamido-6-bromopyridine was dissolved in 200 ml. of glacial acetic acid containing 27.6 ml (0.218 mole) of 7.9M peracetic acid and the solution was heated at 70° C for 2 hours and at 55° C for 19 hours. The reaction mixture was diluted with 1600 ml water and the solution was then concentrated in vacuo to 550 ml. 8.6% of unreacted-2-acetamido-6-bromopyridine was removed by filtration. The solvent was evaporated from the filtrate giving an 83% yield of impure 2-acetami... Reactants: CCN=C=NCCCN(C)C, CC#N, CCOC(C)=O, Cl, NC(Cc1cccc(OC(F)(F)C(F)F)c1)C(O)c1csc(-c2ccccc2)n1, O, On1nnc2ccccc21, O=C(O)c1cccc2c1C=CCCC2. Yields the product O=C(NC(Cc1cccc(OC(F)(F)C(F)F)c1)C(O)c1csc(-c2ccccc2)n1)c1cccc2c1C=CCCC2. Reaction SMILES: [CH2:56]([N:57]=[C:58]=[N:59][CH2:60][CH2:61][CH2:62][N:63]([CH3:64])[CH3:65])[CH3:66].[CH3:67][C:68]#[N:69].[CH3:70][CH2:71][O:72][C:73](=[O:74])[CH3:75].[ClH:55].[NH2:1][CH:2]([CH:3]([OH:4])[c:5]1[n:6][c:7](-[c:10]2[cH:11][cH:12][cH:13][cH:14][cH:15]2)[s:8][cH:9]1)[CH2:16][c:17]1[cH:18][c:19]([O:23][C:24]([CH:25]([F:26])[F:27])([F:28])[F:29])[cH:20][cH:21][cH:22]1.[OH2:44].[OH:45][n:46]1[c:47]2[cH:48][cH:49][cH:50][cH:51][c:52]2[n:53][n:54]1.[c:30]1([C:41](=[O:42])[OH:43])[cH:31][cH:32][cH:33][c:34]2[c:35]1[CH:36]=[CH:37][CH2:38][CH2:39][CH2:40]2>>[NH:1]([CH:2]([CH:3]([OH:4])[c:5]1[n:6][c:7](-[c:10]2[cH:11][cH:12][cH:13][cH:14][cH:15]2)[s:8][cH:9]1)[CH2:16][c:17]1[cH:18][c:19]([O:23][C:24]([CH:25]([F:26])[F:27])([F:28])[F:29])[cH:20][cH:21][cH:22]1)[C:41]([c:30]1[cH:31][cH:32][cH:33][c:34]2[c:35]1[CH:36]=[CH:37][CH2:38][CH2:39][CH2:40]2)=[O:42]. Reactants: [Si](C)(C)(C(C)(C)C)OC1=C(C=CC=C1)S(=O)(=O)C1=CC2=C(OC([C@@]3([C@H]2O3)C)(C)C)C=C1 ((3S ,4S)-6-(2-tert-Butyidimethylsilyloxyphenyl)sulphonyl-3,4-dihydro-3,4-epoxy-2,2,3-trimethyl-2H-benzo[b]pyran), CN1N=C(C=CC1=O)O (2,3-dihydro-2-methyl-3-oxo-6-hydroxypyridazine), N1=CC=CC=C1 (pyridine). Run in O1CCOCC1 (1,4-dioxane). Yields the product CN1N=C(C=CC1=O)O[C@@H]1C2=C(OC([C@@]1(C)O)(C)C)C=CC(=C2)S(=O)(=O)C2=C(C=CC=C2)O ((3S,4R)-3,4-Dihydro-4-(2,3-dihydro-2-methyl-3-oxopyridazin-6-yl)oxy-3-hydroxy-6-(2-hydroxyphenyl)sulphonyl-2,2,3-trimethyl-2H-benzo[b]pyran). RXN SMILES: [Si]([O:8][C:9]1[CH:14]=[CH:13][CH:12]=[CH:11][C:10]=1[S:15]([C:18]1[CH:31]=[CH:30][C:21]2[O:22][C:23]([CH3:29])([CH3:28])[C@@:24]3([CH3:27])[O:26][C@H:25]3[C:20]=2[CH:19]=1)(=[O:17])=[O:16])(C(C)(C)C)(C)C.[CH3:32][N:33]1[C:38](=[O:39])[CH:37]=[CH:36][C:35]([OH:40])=[N:34]1.N1C=CC=CC=1>O1CCOCC1>[CH3:32][N:33]1[C:38](=[O:39])[CH:37]=[CH:36][C:35]([O:40][C@H:25]2[C@@:24]([OH:26])([CH3:27])[C:23]([CH3:29])([CH3:28])[O:22][C:21]3[CH:30]=[CH:31][C:18]([S:15]([C:10]4[CH:11]=[CH:12][CH:13]=[CH:14][C:9]=4[OH:8])(=[O:17])=[O:16])=[CH:19][C:20]2=3)=[N:34]1. Reported procedure: (3S ,4S)-6-(2-tert-Butyidimethylsilyloxyphenyl)sulphonyl-3,4-dihydro-3,4-epoxy-2,2,3-trimethyl-2H-benzo[b]pyran (0.5 g) (see Preparation 16) and 2,3-dihydro-2-methyl-3-oxo-6-hydroxypyridazine (0.41 g) (see J.Org.Chem., 1971, 36, 3372) were suspended in dry 1,4-dioxane (8 ml), pyridine (0.085 g) was added and the mixture was heated under reflux (a calcium chloride drying tube was attached to the flask) for 20 hours. The solvent was removed under reduced pressure, the residue was stirred with dich... The reactants are [Al+3], CON(C)C(=O)C1Cc2ccccc2CN1C(=O)OC(C)(C)C, [H-], [H-], [H-], [H-], [Li+], [Mg+2], O=S(=O)([O-])[O-]. Yields the product CC(C)(C)OC(=O)N1Cc2ccccc2CC1C=O. RXN SMILES: [Al+3:2].[CH3:7][O:8][N:9]([C:10](=[O:11])[CH:12]1[N:13]([C:22](=[O:23])[O:24][C:25]([CH3:26])([CH3:27])[CH3:28])[CH2:14][c:15]2[cH:16][cH:17][cH:18][cH:19][c:20]2[CH2:21]1)[CH3:29].[H-:1].[H-:4].[H-:5].[H-:6].[Li+:3].[Mg+2:30].[O-:31][S:32]([O-:33])(=[O:34])=[O:35]>>[CH:10](=[O:11])[CH:12]1[N:13]([C:22](=[O:23])[O:24][C:25]([CH3:26])([CH3:27])[CH3:28])[CH2:14][c:15]2[cH:16][cH:17][cH:18][cH:19][c:20]2[CH2:21]1. The reactants are O1[C@@H](C1)CN1CCN(CC1)C(=O)OC(C)(C)C (tert-butyl 4-[[(2R)-oxiran-2-yl]methyl]piperazine-1-carboxylate), N (ammonia). Run in C(C)O (ethanol). Conditions: temperature 50 celsius, time 12 hour. Product: NC[C@@H](CN1CCN(CC1)C(=O)OC(C)(C)C)O (tert-butyl 4-[(2S)-3-amino-2-hydroxy-propyl]piperazine-1-carboxylate). RXN SMILES: [O:1]1[CH2:3][C@H:2]1[CH2:4][N:5]1[CH2:10][CH2:9][N:8]([C:11]([O:13][C:14]([CH3:17])([CH3:16])[CH3:15])=[O:12])[CH2:7][CH2:6]1.[NH3:18]>C(O)C>[NH2:18][CH2:3][C@H:2]([OH:1])[CH2:4][N:5]1[CH2:10][CH2:9][N:8]([C:11]([O:13][C:14]([CH3:17])([CH3:16])[CH3:15])=[O:12])[CH2:7][CH2:6]1. Reported procedure: Tert-butyl 4-[[(2R)-oxiran-2-yl]methyl]piperazine-1-carboxylate 7b (3.55 g, 14.70 mmol) was dissolved in 40 mL of ethanol followed by the addition of 40 mL of aqueous ammonia, stirred for 12 hours. The resulting solution was heated to 50° C. and stirred for another 1 hour, then concentrated under reduced pressure to obtain the crude title compound tert-butyl 4-[(2S)-3-amino-2-hydroxy-propyl]piperazine-1-carboxylate 7c (3.40 g) as a light yellow solid, which was used in the next step without furt... Reactants: liquid, C(=O)(Cl)Cl (phosgene), N-(n-butylamino carbonyl), CS(=O)(=O)C=1SC=CC1S(=O)(=O)N (2-Methylsulfonyl-3-thiophenesulfonamide), C1CN2CCN1CC2 (DABCO). The solvent is C=1(C(=CC=CC1)C)C (xylene), C=1(C(=CC=CC1)C)C (xylene). Product: CS(=O)(=O)C=1SC=CC1S(=O)(=O)N=C=O (2-Methylsulfonyl-3-thiophenesulfonyl isocyanate). RXN SMILES: [CH3:1][S:2]([C:5]1[S:6][CH:7]=[CH:8][C:9]=1[S:10]([NH2:13])(=[O:12])=[O:11])(=[O:4])=[O:3].C1N2CCN(CC2)C1.[C:22](Cl)(Cl)=[O:23]>C1(C)C(C)=CC=CC=1>[CH3:1][S:2]([C:5]1[S:6][CH:7]=[CH:8][C:9]=1[S:10]([N:13]=[C:22]=[O:23])(=[O:12])=[O:11])(=[O:3])=[O:4]. Procedure details: A suspension of 3.3 g of the (N-(n-butylamino carbonyl) derivative of (XXV) in 75 ml of xylene containing 0.5 g of DABCO was heated to 125°-130° and a solution of 1.8 ml of liquid phosgene in 2 ml of xylene was added. The mixture was heated at reflux for an additional 1.5 hour, cooled under nitrogen, and concentrated to dryness in vacuo. A sample of the crude product displayed a characteristic sulfonyl isocyanate band in the IR at 2200 cm-1.